This data is from the Open Reaction Database (ORD), a public repository of structured organic reaction records. The task is: describe an organic reaction: reactants, conditions, products, and yield Starting materials: Br, CC(=O)O, CO, O=c1[nH]c2cc([N+](=O)[O-])cc(CNC3CCS(=O)(=O)C3)c2[nH]c1=O. Product: Br, CNCc1cc([N+](=O)[O-])cc2[nH]c(=O)c(=O)[nH]c12. RXN SMILES: [BrH:1].[C:26]([OH:27])(=[O:28])[CH3:29].[CH3:30][OH:31].[N+:2](=[O:3])([O-:4])[c:5]1[cH:6][c:7]([CH2:17][NH:18][CH:19]2[CH2:20][CH2:21][S:22](=[O:23])(=[O:24])[CH2:25]2)[c:8]2[nH:9][c:10](=[O:16])[c:11](=[O:15])[nH:12][c:13]2[cH:14]1>>[BrH:1].[N+:2](=[O:3])([O-:4])[c:5]1[cH:6][c:7]([CH2:17][NH:18][CH3:19])[c:8]2[nH:9][c:10](=[O:16])[c:11](=[O:15])[nH:12][c:13]2[cH:14]1. Starting materials: CN(C)c1ccncc1, ClCCl, O=S(=O)(Cl)c1cc(F)ccc1F, COC(=O)c1ccc(F)c(N)c1, c1ccncc1. Yields the product COC(=O)c1ccc(F)c(NS(=O)(=O)c2cc(F)ccc2F)c1. Reaction SMILES: [CH3:34][N:35]([c:36]1[cH:37][cH:38][n:39][cH:40][cH:41]1)[CH3:42].[Cl:31][CH2:32][Cl:33].[F:19][c:20]1[c:21]([S:27](=[O:28])(=[O:29])[Cl:30])[cH:22][c:23]([F:26])[cH:24][cH:25]1.[NH2:1][c:2]1[cH:3][c:4]([C:5](=[O:6])[O:7][CH3:8])[cH:9][cH:10][c:11]1[F:12].[cH:13]1[cH:14][cH:15][n:16][cH:17][cH:18]1>>[NH:1]([c:2]1[cH:3][c:4]([C:5](=[O:6])[O:7][CH3:8])[cH:9][cH:10][c:11]1[F:12])[S:27]([c:21]1[c:20]([F:19])[cH:25][cH:24][c:23]([F:26])[cH:22]1)(=[O:28])=[O:29]. The reactants are [Br-], C1CCOC1, ICc1ccccc1, [Cl-], Cl[Cu]Cl, [Li+], [Mg+]c1cccs1. The product is c1ccc(Cc2cccs2)cc1. RXN SMILES: [Br-:11].[CH2:18]1[O:19][CH2:20][CH2:21][CH2:22]1.[CH2:3]([c:4]1[cH:5][cH:6][cH:7][cH:8][cH:9]1)[I:10].[Cl-:1].[Cl:23][Cu:24][Cl:25].[Li+:2].[s:12]1[c:13]([Mg+:17])[cH:14][cH:15][cH:16]1>>[CH2:3]([c:4]1[cH:5][cH:6][cH:7][cH:8][cH:9]1)[c:13]1[s:12][cH:16][cH:15][cH:14]1. Starting materials: N1N=CC2=CC(=CC=C12)N (1H-indazol-5-amine), FC1=C(C=CC=C1F)C1C(=C(NC(C1)=O)C)C(=O)O (4-(2,3-Difluorophenyl)-2-methyl-6-oxo-1,4,5,6-tetrahydro-3-pyridinecarboxylic acid), C(C(=O)Cl)(=O)Cl (oxalyl chloride), CN(C)C=O (DMF). Solvent: N1=CC=CC=C1 (pyridine), CCOC(=O)C (EtOAc), C(Cl)Cl (CH2Cl2). Run at time 30 minute. Yields the product FC1=C(C=CC=C1F)C1C(=C(NC(C1)=O)C)C(=O)NC=1C=C2C=NNC2=CC1 (4-(2,3-Difluorophenyl)-N-1H-indazol-5-yl-2-methyl-6-oxo-1,4,5,6-tetrahydro-3-pyridinecarboxamide). Yield: 48.8%. RXN SMILES: [F:1][C:2]1[C:7]([F:8])=[CH:6][CH:5]=[CH:4][C:3]=1[CH:9]1[CH2:14][C:13](=[O:15])[NH:12][C:11]([CH3:16])=[C:10]1[C:17]([OH:19])=O.CN(C=O)C.C(Cl)(=O)C(Cl)=O.[NH:31]1[C:39]2[C:34](=[CH:35][C:36]([NH2:40])=[CH:37][CH:38]=2)[CH:33]=[N:32]1>C(Cl)Cl.N1C=CC=CC=1.CCOC(C)=O>[F:1][C:2]1[C:7]([F:8])=[CH:6][CH:5]=[CH:4][C:3]=1[CH:9]1[CH2:14][C:13](=[O:15])[NH:12][C:11]([CH3:16])=[C:10]1[C:17]([NH:40][C:36]1[CH:35]=[C:34]2[C:39](=[CH:38][CH:37]=1)[NH:31][N:32]=[CH:33]2)=[O:19]. Reported procedure: The product from Example 70, Step 2 (80 mg, 0.30 mmol) was dissolved in CH2Cl2 (4 mL) under Argon. DMF (20 μL) was added, followed by oxalyl chloride (27 μL, 0.30 mmol). This mixture was stirred at rt for 30 min, then the resultant yellow solution was added to a solution of 1H-indazol-5-amine (44 mg, 0.33 mmol) in pyridine (3 mL) at −15° C. under Ar. After stirring at −15° C. for 15 min, the reaction mixture was allowed to warm to rt over 1 h. The mixture was poured into EtOAc (50 mL), washed se...